Dataset: the Open Reaction Database (ORD), a public repository of structured organic reaction records. Task: describe an organic reaction: reactants, conditions, products, and yield Starting materials: ClC=1C=C(C=CC1Cl)C (3,4-Dichlorotoluene), S(O)(O)(=O)=O (sulfuric acid), [N+](=O)(O)[O-] (nitric acid). Product: ClC1=CC(=C(C=C1Cl)C)[N+](=O)[O-] (4,5-Dichloro-2-nitrotoluene). Reaction SMILES: [Cl:1][C:2]1[CH:3]=[C:4]([CH3:9])[CH:5]=[CH:6][C:7]=1[Cl:8].S(=O)(=O)(O)O.[N+:15]([O-])([OH:17])=[O:16]>>[Cl:8][C:7]1[C:2]([Cl:1])=[CH:3][C:4]([CH3:9])=[C:5]([N+:15]([O-:17])=[O:16])[CH:6]=1. Procedure: 3,4-Dichlorotoluene was nitrated with concentrated sulfuric acid and fuming nitric acid (d=1.52). Reactants: [Mn](=O)(=O)(=O)[O-].[K+] (potassium permanganate), O (water), I(=O)(=O)(=O)[O-].[Na+] (sodium periodate), O (water), O (water), I(=O)(=O)(=O)[O-].[Na+] (sodium periodate), ClC=1C=C(C=CC1SC)[C@H](C(=O)O)CC1CCC1 ((R)-2-(3-chloro-4-methylsulfanyl-phenyl)-3-cyclobutyl-propionic acid). Run in CO (methanol). Reaction conditions: temperature 25 celsius, time 1 hour. Product: ClC=1C=C(C=CC1S(=O)(=O)C)[C@H](C(=O)O)CC1CCC1 ((R)-2-(3-chloro-4-methanesulfonyl-phenyl)-3-cyclobutyl-propionic acid). Isolated yield 65.0%. Reaction SMILES: I([O-])(=O)(=O)=O.[Na+].[Cl:7][C:8]1[CH:9]=[C:10]([C@@H:16]([CH2:20][CH:21]2[CH2:24][CH2:23][CH2:22]2)[C:17]([OH:19])=[O:18])[CH:11]=[CH:12][C:13]=1[S:14][CH3:15].[Mn]([O-])(=O)(=O)=[O:26].[K+].[OH2:31]>CO>[Cl:7][C:8]1[CH:9]=[C:10]([C@@H:16]([CH2:20][CH:21]2[CH2:22][CH2:23][CH2:24]2)[C:17]([OH:19])=[O:18])[CH:11]=[CH:12][C:13]=1[S:14]([CH3:15])(=[O:26])=[O:31] |f:0.1,3.4|. Procedure: In a flask was placed sodium periodate (187 mg, 0.86 mmol) and water (1.5 mL). To this solution was then added dropwise (R)-2-(3-chloro-4-methylsulfanyl-phenyl)-3-cyclobutyl-propionic acid (132 mg, 0.46 mmol) in methanol (3.5 mL). The reaction was then stirred at 25° C. for 1 h after which time there was a white precipitate forming. Thin layer chromatography indicated the reaction was not complete so another portion of sodium periodate (120 mg, 0.5 mmol) in water (1 mL) was added and stirred ano... Reactants: CCO, C=Cc1ccc2c(c1)OCCn1cc(-c3nc(C)nn3C(C)C)nc1-2. Product: CCc1ccc2c(c1)OCCn1cc(-c3nc(C)nn3C(C)C)nc1-2. RXN SMILES: [CH3:26][CH2:27][OH:28].[CH:1]([CH3:2])([CH3:3])[n:4]1[n:5][c:6]([CH3:25])[n:7][c:8]1-[c:9]1[n:10][c:11]2[n:12]([cH:24]1)[CH2:13][CH2:14][O:15][c:16]1[c:17]-2[cH:18][cH:19][c:20]([CH:22]=[CH2:23])[cH:21]1>>[CH:1]([CH3:2])([CH3:3])[n:4]1[n:5][c:6]([CH3:25])[n:7][c:8]1-[c:9]1[n:10][c:11]2[n:12]([cH:24]1)[CH2:13][CH2:14][O:15][c:16]1[c:17]-2[cH:18][cH:19][c:20]([CH2:22][CH3:23])[cH:21]1. Procedure: To a solution of 2-{[(benzyloxy)carbonyl]amino}-3,3,3-trifluoropropyl methanesulfonate (213 g, 625 mmol) in DMF (2500 mL) was added sodium azide (91.1 g, 1.40 mol). The reaction mixture was heated to 80° C. After 16 hours, the reaction mixture was diluted with water (1000 mL) and extracted with ethyl acetate (3×500 mL). The organics were combined, dried over anhydrous sodium sulfate, and concentrated under reduced pressure. The residue was purified via chromatography on silica gel (10% ethyl ace... Conditions: temperature 80 celsius, time 16 hour. Product: N(=[N+]=[N-])CC(C(F)(F)F)NC(OCC1=CC=CC=C1)=O (benzyl (3-azido-1,1,1-trifluoropropan-2-yl)carbamate). Solvent: O (water), CN(C)C=O (DMF). Reactants: CS(=O)(=O)OCC(C(F)(F)F)NC(=O)OCC1=CC=CC=C1 (2-{[(benzyloxy)carbonyl]amino}-3,3,3-trifluoropropyl methanesulfonate), [N-]=[N+]=[N-].[Na+] (sodium azide). RXN SMILES: CS(O[CH2:6][CH:7]([NH:12][C:13]([O:15][CH2:16][C:17]1[CH:22]=[CH:21][CH:20]=[CH:19][CH:18]=1)=[O:14])[C:8]([F:11])([F:10])[F:9])(=O)=O.[N-:23]=[N+:24]=[N-:25].[Na+]>CN(C=O)C.O>[N:23]([CH2:6][CH:7]([NH:12][C:13](=[O:14])[O:15][CH2:16][C:17]1[CH:22]=[CH:21][CH:20]=[CH:19][CH:18]=1)[C:8]([F:11])([F:10])[F:9])=[N+:24]=[N-:25] |f:1.2|. Starting materials: CCO, CSC(SC)=C(C(=O)c1cccc(S(=O)(=O)NC(=N)C(C)(C)O)c1)C(=O)c1sc(C)nc1C, Nc1ccccc1N. The product is Cc1nc(C)c(C(=O)C(C(=O)c2cccc(S(=O)(=O)NC(=N)C(C)(C)O)c2)=C2Nc3ccccc3N2)s1. RXN SMILES: [CH3:42][CH2:43][OH:44].[CH3:9][c:10]1[s:11][c:12]([C:16](=[O:17])[C:18]([C:19](=[O:20])[c:21]2[cH:22][c:23]([S:27](=[O:28])(=[O:29])[NH:30][C:31]([C:32]([CH3:33])([CH3:34])[OH:35])=[NH:36])[cH:24][cH:25][cH:26]2)=[C:37]([S:38][CH3:39])[S:40][CH3:41])[c:13]([CH3:15])[n:14]1.[NH2:1][c:2]1[cH:3][cH:4][cH:5][cH:6][c:7]1[NH2:8]>>[NH:1]1[c:2]2[cH:3][cH:4][cH:5][cH:6][c:7]2[NH:8][C:37]1=[C:18]([C:16]([c:12]1[s:11][c:10]([CH3:9])[n:14][c:13]1[CH3:15])=[O:17])[C:19](=[O:20])[c:21]1[cH:22][c:23]([S:27](=[O:28])(=[O:29])[NH:30][C:31]([C:32]([CH3:33])([CH3:34])[OH:35])=[NH:36])[cH:24][cH:25][cH:26]1. The reactants are ClC1=CC=C(CN2C(NC(C=3NC(=NC23)C(C)C)=S)=O)C=C1 (3-(4-chlorobenzyl)-8-isopropyl-6-thioxanthine), C(C)N (ethylamine). Run in O (water). Product: ClC1=CC=C(CN2C(N=C(C=3NC(=NC23)C(C)C)NCC)=O)C=C1 (3-(4-Chlorobenzyl)-N6 -ethyl-8-isopropyl-isoguanine). As a reaction SMILES: [Cl:1][C:2]1[CH:22]=[CH:21][C:5]([CH2:6][N:7]2[C:15]3[N:14]=[C:13]([CH:16]([CH3:18])[CH3:17])[NH:12][C:11]=3[C:10](=S)[NH:9][C:8]2=[O:20])=[CH:4][CH:3]=1.[CH2:23]([NH2:25])[CH3:24]>O>[Cl:1][C:2]1[CH:22]=[CH:21][C:5]([CH2:6][N:7]2[C:15]3[N:14]=[C:13]([CH:16]([CH3:18])[CH3:17])[NH:12][C:11]=3[C:10]([NH:25][CH2:23][CH3:24])=[N:9][C:8]2=[O:20])=[CH:4][CH:3]=1. Procedure: 5.02 g of 3-(4-chlorobenzyl)-8-isopropyl-6-thioxanthine and 60 ml of 70% ethylamine in water was heated in a 450 ml reactor to 150° C.: the pressure rose to 270 psi. After 20 hours the reaction mixture was cooled, filtered and evaporated to dryness. The residue was taken up in water, acidified with 2N HCl to pH 2, and neutralized with 2N NaOH to pH 7. The solid was collected, washed, redissolved in a mixture of 20 ml of methanol, 20 ml of THF and 100 ml of 2N NaOH, treated with 0.5 g of charcoal... Reactants: COC1=CC=C2C(=CC=NC2=C1)OC1=C(C=C(C=C1)NC(=O)C=1C(N(N(C1C)C[C@H](C)OC([C@H](C)N)=O)C1=CC=CC=C1)=O)F ((2S)—(S)-1-(4-(4-(7-methoxyquinolin-4-yloxy)-3-fluorophenyl-carbamoyl)-2,3-dihydro-5-methyl-3-oxo-2-phenylpyrazol-1-yl)propan-2-yl2-aminopr-opanoate), CS(=O)(=O)O (methanesulfonic acid). Product: CS(=O)(=O)O.FC=1C=C(C=CC1OC1=CC=NC2=CC(=CC=C12)OC)NC(=O)C=1C(N(N(C1C)C[C@H](C)OC([C@H](C)N)=O)C1=CC=CC=C1)=O ((S)—((S)-1-(4-(3-fluoro-4-(7-methoxyquinolin-4-yloxy)phenylcarbamoyl)-5-methyl-3-oxo-2-phenyl-2,3-dihydropyrazol-1-yl)propan-2-yl)2-aminopropanoate methanesulfonate), solid. Isolated yield 72.0%. RXN SMILES: [CH3:1][O:2][C:3]1[CH:12]=[C:11]2[C:6]([C:7]([O:13][C:14]3[CH:19]=[CH:18][C:17]([NH:20][C:21]([C:23]4[C:24](=[O:44])[N:25]([C:38]5[CH:43]=[CH:42][CH:41]=[CH:40][CH:39]=5)[N:26]([CH2:29][C@@H:30]([O:32][C:33](=[O:37])[C@@H:34]([NH2:36])[CH3:35])[CH3:31])[C:27]=4[CH3:28])=[O:22])=[CH:16][C:15]=3[F:45])=[CH:8][CH:9]=[N:10]2)=[CH:5][CH:4]=1.[CH3:46][S:47]([OH:50])(=[O:49])=[O:48]>>[CH3:46][S:47]([OH:50])(=[O:49])=[O:48].[F:45][C:15]1[CH:16]=[C:17]([NH:20][C:21]([C:23]2[C:24](=[O:44])[N:25]([C:38]3[CH:39]=[CH:40][CH:41]=[CH:42][CH:43]=3)[N:26]([CH2:29][C@@H:30]([O:32][C:33](=[O:37])[C@@H:34]([NH2:36])[CH3:35])[CH3:31])[C:27]=2[CH3:28])=[O:22])[CH:18]=[CH:19][C:14]=1[O:13][C:7]1[C:6]2[C:11](=[CH:12][C:3]([O:2][CH3:1])=[CH:4][CH:5]=2)[N:10]=[CH:9][CH:8]=1 |f:2.3|. Reported procedure: The title compound was prepared according to the procedure described in Example 13 Step 3 by using (2S)—(S)-1-(4-(4-(7-methoxyquinolin-4-yloxy)-3-fluorophenyl-carbamoyl)-2,3-dihydro-5-methyl-3-oxo-2-phenylpyrazol-1-yl)propan-2-yl2-aminopr-opanoate (61.3 mg, 0.1 mmol) and methanesulfonic acid (19.3 mg, 0.2 mmol, Shanghai RichJoint Chemical Reagents CO., Ltd). The title compound was obtained as a yellow solid (58.2 mg, 72%).